From a dataset of the Open Reaction Database (ORD), a public repository of structured organic reaction records. describe an organic reaction: reactants, conditions, products, and yield The reactants are C1(CCCCC1)N=C=NC1CCCCC1 (N,N'-dicyclohexylcarbodiimide), COC1=CC=C(C(=O)N[C@@H](CC2=CC=CC=C2)C(=O)O)C=C1 (N-(4-methoxybenzoyl)-phenylalanine), Cl.N[C@@H](CC1=CC=C(C=C1)O)C(=O)OC (methyl tyrosinate hydrochloride), H-hydroxysuccinimide. Solvent: mixture, C(Cl)(Cl)Cl.O1CCCC1 (chloroform tetrahydrofuran). Conditions: time 2 hour. Yields the product COC1=CC=C(C(=O)N[C@@H](CC2=CC=CC=C2)C(=O)N[C@@H](CC2=CC=C(C=C2)O)C(=O)OC)C=C1 (methyl N-(4-methoxybenzoyl)-phenylalanyltyrosinate). The yield is 73.5%. RXN SMILES: [CH3:1][O:2][C:3]1[CH:22]=[CH:21][C:6]([C:7]([NH:9][C@H:10]([C:18]([OH:20])=O)[CH2:11][C:12]2[CH:17]=[CH:16][CH:15]=[CH:14][CH:13]=2)=[O:8])=[CH:5][CH:4]=1.Cl.[NH2:24][C@H:25]([C:34]([O:36][CH3:37])=[O:35])[CH2:26][C:27]1[CH:32]=[CH:31][C:30]([OH:33])=[CH:29][CH:28]=1.C1(N=C=NC2CCCCC2)CCCCC1>C(Cl)(Cl)Cl.O1CCCC1>[CH3:1][O:2][C:3]1[CH:4]=[CH:5][C:6]([C:7]([NH:9][C@H:10]([C:18]([NH:24][C@H:25]([C:34]([O:36][CH3:37])=[O:35])[CH2:26][C:27]2[CH:28]=[CH:29][C:30]([OH:33])=[CH:31][CH:32]=2)=[O:20])[CH2:11][C:12]2[CH:13]=[CH:14][CH:15]=[CH:16][CH:17]=2)=[O:8])=[CH:21][CH:22]=1 |f:1.2,4.5|. Procedure: In 500 ml of a mixture of chloroform-tetrahydrofuran (2:1), were dissolved 29.9 g of N-(4-methoxybenzoyl)-phenylalanine, 23.2 g of methyl tyrosinate hydrochloride, 10.1 g of trethylamine and 11.6 g of H-hydroxysuccinimide and the mixture was cooled with ice. To the cold solution was added 20.6 g of N,N'-dicyclohexylcarbodiimide. The mixture was stirred for two hours and then allowed to sit at room temperature overnight. The precipitates were removed by filtration and the filtrate was concentrate...